This data is from the Open Reaction Database (ORD), a public repository of structured organic reaction records. The task is: describe an organic reaction: reactants, conditions, products, and yield The reactants are C(C)(C)(C)NC(=O)N1N=C(C2=CC(=CC=C12)C(F)(F)F)NCC(NC1CN(C1)C1CCC(CC1)(C=1SC=CN1)O)=O (3-({[1-(4-Hydroxy-4-thiazol-2-yl-cyclohexyl)-azetidin-3-ylcarbamoyl]-methyl}-amino)-5-trifluoromethyl-indazole-1-carboxylic acid tert-butylamide). The solvent is C(=O)(C(F)(F)F)O (TFA). Yields the product OC1(CCC(CC1)N1CC(C1)NC(=O)CNC1=NN(C2=CC=C(C=C12)C(F)(F)F)C(=O)N)C=1SC=CN1 (3-({[1-(4-Hydroxy-4-thiazol-2-yl-cyclohexyl)-azetidin-3-ylcarbamoyl]-methyl}-amino)-5-trifluoromethyl-indazole-1-carboxylic acid amide). Yield: 26.8%. As a reaction SMILES: C([NH:5][C:6]([N:8]1[C:16]2[C:11](=[CH:12][C:13]([C:17]([F:20])([F:19])[F:18])=[CH:14][CH:15]=2)[C:10]([NH:21][CH2:22][C:23](=[O:41])[NH:24][CH:25]2[CH2:28][N:27]([CH:29]3[CH2:34][CH2:33][C:32]([OH:40])([C:35]4[S:36][CH:37]=[CH:38][N:39]=4)[CH2:31][CH2:30]3)[CH2:26]2)=[N:9]1)=[O:7])(C)(C)C>C(O)(C(F)(F)F)=O>[OH:40][C:32]1([C:35]2[S:36][CH:37]=[CH:38][N:39]=2)[CH2:31][CH2:30][CH:29]([N:27]2[CH2:26][CH:25]([NH:24][C:23]([CH2:22][NH:21][C:10]3[C:11]4[C:16](=[CH:15][CH:14]=[C:13]([C:17]([F:19])([F:20])[F:18])[CH:12]=4)[N:8]([C:6]([NH2:5])=[O:7])[N:9]=3)=[O:41])[CH2:28]2)[CH2:34][CH2:33]1. Reported procedure: 3-({[1-(4-Hydroxy-4-thiazol-2-yl-cyclohexyl)-azetidin-3-ylcarbamoyl]-methyl}-amino)-5-trifluoromethyl-indazole-1-carboxylic acid tert-butylamide (as prepared in Example 80, 150 mg, 0.25 mmol) in TFA (2 mL) in a sealed tube was heated at 80° C. for 6 hours. The TFA was removed, and the residue was partitioned between DCM and saturated NaHCO3. The organic layer was washed with brine, dried over anhydrous Na2SO4, filtered and concentrated to give the crude material, purified by silica gel column (D... The reactants are [N+](=O)([O-])C1=C(C(C#N)=CC=C1)C#N (3-nitrophthalonitrile), ClC[Si](C)(C)C (chloromethyltrimethylsilane), Cl (hydrochloric acid), N(=O)[O-].[Na+] (sodium nitrite), C([O-])([O-])=O.[K+].[K+] (potassium carbonate). The solvent is CN(C(C)=O)C.CN1C(CCC1)=O (N,N-dimethylacetamide 1-methyl-2-pyrrolidone). Reaction conditions: temperature 165 celsius, time 40 minute. The product is C(C=1C(C#N)=CC=CC1)#N (Phthalonitrile). The yield is 134.2%. RXN SMILES: [N+]([C:4]1[CH:11]=[CH:10][CH:9]=[C:6]([C:7]#[N:8])[C:5]=1[C:12]#[N:13])([O-])=O.N([O-])=O.[Na+].C(=O)([O-])[O-].[K+].[K+].ClC[Si](C)(C)C.Cl>CN(C)C(=O)C.CN1CCCC1=O>[C:12](#[N:13])[C:5]1[C:6](=[CH:9][CH:10]=[CH:11][CH:4]=1)[C:7]#[N:8] |f:1.2,3.4.5,8.9|. Procedure: In 180 ml of an N,N-dimethylacetamide/1-methyl-2-pyrrolidone (=1/1 volume ratio) mixed solvent were dissolved 30 g of 3-nitrophthalonitrile, to which 11.97 g of sodium nitrite were added. The mixture was stirred at 165° C. for 40 minutes. After being cooled to room temperature, the mixture was added with 16.8 g of potassium carbonate, which was further stirred at 150° C. for 40 minutes and thereafter cooled to 40° C. Then, 25 g of chloromethyltrimethylsilane were added dropwise. After the additi... As a reaction SMILES: [CH2:1]([CH:2]=[CH2:3])[CH:4]1[CH2:5][CH:6]([CH2:14][C:15]#[N:16])[O:7][C:8]2([CH2:9][CH2:10][CH2:11][CH2:12]2)[O:13]1.[Cl:20][CH2:21][Cl:22].[O-:17][O+:18]=[O:19]>>[CH2:1]([CH:2]=[O:17])[CH:4]1[CH2:5][CH:6]([CH2:14][C:15]#[N:16])[O:7][C:8]2([CH2:9][CH2:10][CH2:11][CH2:12]2)[O:13]1. Starting materials: C=CCC1CC(CC#N)OC2(CCCC2)O1, ClCCl, O=[O+][O-]. The product is N#CCC1CC(CC=O)OC2(CCCC2)O1. The reactants are CC(C)(C)OC(=O)N1C(CS(=O)(=O)c2nc3ccccc3s2)COC1(C)C, C[Si](C)(C)[N-][Si](C)(C)C, O=CC1(c2ccc(Cl)cc2)CC1, [Li+], C1CCOC1. The product is CC(C)(C)OC(=O)N1C(C=CC2(c3ccc(Cl)cc3)CC2)COC1(C)C. RXN SMILES: [C:13]([CH3:14])([CH3:15])([CH3:16])[O:17][C:18](=[O:19])[N:20]1[C:21]([CH3:38])([CH3:39])[O:22][CH2:23][CH:24]1[CH2:25][S:26]([c:27]1[s:28][c:29]2[cH:30][cH:31][cH:32][cH:33][c:34]2[n:35]1)(=[O:36])=[O:37].[CH3:41][Si:42]([N-:43][Si:44]([CH3:45])([CH3:46])[CH3:47])([CH3:48])[CH3:49].[Cl:1][c:2]1[cH:3][cH:4][c:5]([C:8]2([CH:11]=[O:12])[CH2:9][CH2:10]2)[cH:6][cH:7]1.[Li+:40].[O:50]1[CH2:51][CH2:52][CH2:53][CH2:54]1>>[Cl:1][c:2]1[cH:3][cH:4][c:5]([C:8]2([CH:11]=[CH:25][CH:24]3[N:20]([C:18]([O:17][C:13]([CH3:14])([CH3:15])[CH3:16])=[O:19])[C:21]([CH3:38])([CH3:39])[O:22][CH2:23]3)[CH2:9][CH2:10]2)[cH:6][cH:7]1.